Dataset: the Open Reaction Database (ORD), a public repository of structured organic reaction records. Task: describe an organic reaction: reactants, conditions, products, and yield The reactants are C(C)(C)N1CCC(CC1)OC1=CC=2C=C3N(C2C=C1)[C@@H](CNC3=O)C ((R)-8-(1-Isopropyl-piperidin-4-yloxy)-4-methyl-3,4-dihydro-2H-pyrazino[1,2-a]indol-1-one), [H-].[Na+] (sodium hydride), ClCC1=NOC(=N1)C1=CC=CC=C1 (3-(chloromethyl)-5-phenyl-1,2,4-oxadiazole). Reaction SMILES: [CH:1]([N:4]1[CH2:9][CH2:8][CH:7]([O:10][C:11]2[CH:19]=[CH:18][C:17]3[N:16]4[C@H:20]([CH3:25])[CH2:21][NH:22][C:23](=[O:24])[C:15]4=[CH:14][C:13]=3[CH:12]=2)[CH2:6][CH2:5]1)([CH3:3])[CH3:2].[H-].[Na+].Cl[CH2:29][C:30]1[N:34]=[C:33]([C:35]2[CH:40]=[CH:39][CH:38]=[CH:37][CH:36]=2)[O:32][N:31]=1>>[CH:1]([N:4]1[CH2:9][CH2:8][CH:7]([O:10][C:11]2[CH:19]=[CH:18][C:17]3[N:16]4[C@H:20]([CH3:25])[CH2:21][N:22]([CH2:29][C:30]5[N:34]=[C:33]([C:35]6[CH:36]=[CH:37][CH:38]=[CH:39][CH:40]=6)[O:32][N:31]=5)[C:23](=[O:24])[C:15]4=[CH:14][C:13]=3[CH:12]=2)[CH2:6][CH2:5]1)([CH3:3])[CH3:2] |f:1.2|. Isolated yield 67.0%. The product is C(C)(C)N1CCC(CC1)OC1=CC=2C=C3N(C2C=C1)[C@@H](CN(C3=O)CC3=NOC(=N3)C3=CC=CC=C3)C ((R)-8-(1-Isopropyl-piperidin-4-yloxy)-4-methyl-2-(5-phenyl-[1,2,4]oxadiazol-3-ylmethyl)-3,4-dihydro-2H-pyrazino[1,2-a]indol-1-one). Reported procedure: The title compound was synthesized in analogy to example 17, from (R)-8-(1-isopropyl-piperidin-4-yloxy)-4-methyl-3,4-dihydro-2H-pyrazino[1,2-a]indol-1-one (example 8), sodium hydride and 3-(chloromethyl)-5-phenyl-1,2,4-oxadiazole, to give the desired product as a brown oil (67%). Reactants: C1CCOC1, CC(C)(C)C(=O)O, [Cl-], Cc1ccc(CN)c(C)c1[N+](=O)[O-]. The product is Cc1ccc(CNC(=O)C(C)(C)C)c(C)c1[N+](=O)[O-]. As a reaction SMILES: [CH2:22]1[O:23][CH2:24][CH2:25][CH2:26]1.[CH3:15][C:16]([C:17](=[O:18])[OH:19])([CH3:20])[CH3:21].[Cl-:14].[N+:1](=[O:2])([O-:3])[c:4]1[c:5]([CH3:13])[c:6]([CH2:7][NH2:8])[cH:9][cH:10][c:11]1[CH3:12]>>[N+:1](=[O:2])([O-:3])[c:4]1[c:5]([CH3:13])[c:6]([CH2:7][NH:8][C:17]([C:16]([CH3:15])([CH3:20])[CH3:21])=[O:18])[cH:9][cH:10][c:11]1[CH3:12]. Isolated yield 56.7%. The reactants are ClC1=C(C=CC=C1)C1=CC=2NC=3C=CC(=CC3C2C2=C1C(N(C2=O)CC2=C(C=C(C=C2)OC)OC)=O)OC (4-(2-Chlorophenyl)-2-(2,4-dimethoxybenzyl)-9-methoxypyrrolo[3,4-c]carbazole-1,3(2H,6H)-dione), C([O-])([O-])=O.[K+].[K+] (potassium carbonate), C(C=C)Br (allyl bromide). As a reaction SMILES: [Cl:1][C:2]1[CH:7]=[CH:6][CH:5]=[CH:4][C:3]=1[C:8]1[C:20]2[C:21](=[O:36])[N:22]([CH2:25][C:26]3[CH:31]=[CH:30][C:29]([O:32][CH3:33])=[CH:28][C:27]=3[O:34][CH3:35])[C:23](=[O:24])[C:19]=2[C:18]2[C:17]3[CH:16]=[C:15]([O:37][CH3:38])[CH:14]=[CH:13][C:12]=3[NH:11][C:10]=2[CH:9]=1.C(=O)([O-])[O-].[K+].[K+].[CH2:45](Br)[CH:46]=[CH2:47]>CN(C)C=O.O.C(OCC)(=O)C>[CH2:47]([N:11]1[C:10]2[CH:9]=[C:8]([C:3]3[CH:4]=[CH:5][CH:6]=[CH:7][C:2]=3[Cl:1])[C:20]3[C:21](=[O:36])[N:22]([CH2:25][C:26]4[CH:31]=[CH:30][C:29]([O:32][CH3:33])=[CH:28][C:27]=4[O:34][CH3:35])[C:23](=[O:24])[C:19]=3[C:18]=2[C:17]2[CH:16]=[C:15]([O:37][CH3:38])[CH:14]=[CH:13][C:12]1=2)[CH:46]=[CH2:45] |f:1.2.3|. Yields the product C(C=C)N1C=2C=CC(=CC2C=2C3=C(C(=CC12)C1=C(C=CC=C1)Cl)C(N(C3=O)CC3=C(C=C(C=C3)OC)OC)=O)OC (6-Ally-4-(2-chlorophenyl)-2-(2,4-dimethoxybenzyl)-9-methoxypyrrolo[3,4-c]carbazole-1,3(2H,6H)-dione). Solvent: CN(C=O)C (dimethylformamide), O (water), C(C)(=O)OCC (ethyl acetate). Reported procedure: To a solution of carbazole (287) (150 mg, 0.28 mmol) prepared as described in example 297 in dimethylformamide (10 mL) under nitrogen was added potassium carbonate (0.39 g, 2.80 mmol) and allyl bromide (720L, 0.84 mmol). The resulting suspension was warmed to 90° C. with stirring for 3 hours before being diluted with water and extraction with ethyl acetate. The organic phase was dried, the drying agent was removed and the solution was concentrated to dryness. Chromatography on silica eluting wit... Run at temperature 90 celsius, time 3 hour. Reactants: O (water), C(Cl)(Cl)Cl (chloroform), [N+](=O)([O-])C1=C(C(=CC(=C1)C(F)(F)F)[N+](=O)[O-])Cl (2,6-dinitro-4-trifluoromethylchlorobenzene), CN(C(S)=S)C.[Na] (sodium dimethyldithiocarbamic acid), oxides of nitrogen. Solvent: CS(=O)C (dimethylsulfoxide). Conditions: time 3 hour. Yields the product [N+](=O)([O-])C1=CC(=CC=2SC(SC21)=O)C(F)(F)F (4-nitro-6-trifluoromethyl-1,3-benzodithiole-2-one). Isolated yield 43.3%. RXN SMILES: [N+:1]([C:4]1[CH:9]=[C:8]([C:10]([F:13])([F:12])[F:11])[CH:7]=[C:6]([N+]([O-])=O)[C:5]=1Cl)([O-:3])=[O:2].CN(C)[C:20](=[S:22])[SH:21].[Na].[OH2:25].C(Cl)(Cl)Cl>CS(C)=O>[N+:1]([C:4]1[C:5]2[S:22][C:20](=[O:25])[S:21][C:6]=2[CH:7]=[C:8]([C:10]([F:13])([F:12])[F:11])[CH:9]=1)([O-:3])=[O:2] |f:1.2,^1:23|. Procedure details: The compound of Example I is prepared in the following manner: To a magnetically stirred solution of 16.2 g (60 mmoles) 2,6-dinitro-4-trifluoromethylchlorobenzene in 60 ml dimethylsulfoxide was added dropwise a solution of 10.74 g (60 mmoles) sodium dimethyldithiocarbamic acid. The reaction is mildly exothermic and accompanied by evolution of oxides of nitrogen. After allowing the reaction mixture to stir for 3 hours, 450 ml water and 225 ml chloroform are added and, after shaking well in an ext...